This data is from the Open Reaction Database (ORD), a public repository of structured organic reaction records. The task is: describe an organic reaction: reactants, conditions, products, and yield Procedure details: 3-[N-(tert-Butoxycarbonyl)-N-methylamino]-1-(1-chloro-4-fluoro-5-isoquinolinesulfonyl)pyrrolidine (Intermediate 27) can be prepared by using 1-chloro-4-fluoro-5-isoquinolinesulfonyl chloride and 3-[N-(tert-butoxycarbonyl)-N-methylamino]pyrrolidine in the method of Example 35-1, Step A instead of 1-chloro-4-bromo-5-isoquinolinesulfonyl chloride and (S)-3-[N-(tert-butoxycarbonyl)-N-methylamino]pyrrolidine, respectively, and then used in the method of Example 35-1, Step B in a similar manner to obt... As a reaction SMILES: C(OC([N:8]([CH:10]1[CH2:14][CH2:13][N:12]([S:15]([C:18]2[C:19]3[C:20]([F:29])=[CH:21][N:22]=[C:23]([Cl:28])[C:24]=3[CH:25]=[CH:26][CH:27]=2)(=[O:17])=[O:16])[CH2:11]1)[CH3:9])=O)(C)(C)C.ClC1C2C=CC=C(S(Cl)(=O)=[O:42])C=2C(F)=CN=1.C(OC(N(C1CCNC1)C)=O)(C)(C)C.ClC1C2C=CC=C(S(Cl)(=O)=O)C=2C(Br)=CN=1.C(OC(N([C@H]1CCNC1)C)=O)(C)(C)C>>[OH:42][C:23]1[C:24]2[CH:25]=[CH:26][CH:27]=[C:18]([S:15]([N:12]3[CH2:13][CH2:14][CH:10]([NH:8][CH3:9])[CH2:11]3)(=[O:17])=[O:16])[C:19]=2[C:20]([F:29])=[CH:21][N:22]=1.[ClH:28]. Product: OC1=NC=C(C=2C(=CC=CC12)S(=O)(=O)N1CC(CC1)NC)F ((R/S)-1-(1-Hydroxy-4-fluoro-5-isoquinolinesulfonyl)-3-(methylamino)pyrrolidine), Cl (hydrochloride). The reactants are ClC1=NC=C(C=2C(=CC=CC12)S(=O)(=O)Cl)F (1-chloro-4-fluoro-5-isoquinolinesulfonyl chloride), C(C)(C)(C)OC(=O)N(C)C1CN(CC1)S(=O)(=O)C=1C=2C(=CN=C(C2C=CC1)Cl)F (3-[N-(tert-Butoxycarbonyl)-N-methylamino]-1-(1-chloro-4-fluoro-5-isoquinolinesulfonyl)pyrrolidine), C(C)(C)(C)OC(=O)N(C)C1CN(CC1)S(=O)(=O)C=1C=2C(=CN=C(C2C=CC1)Cl)F (3-[N-(tert-Butoxycarbonyl)-N-methylamino]-1-(1-chloro-4-fluoro-5-isoquinolinesulfonyl)pyrrolidine), C(C)(C)(C)OC(=O)N(C)C1CNCC1 (3-[N-(tert-butoxycarbonyl)-N-methylamino]pyrrolidine), C(C)(C)(C)OC(=O)N(C)[C@@H]1CNCC1 ((S)-3-[N-(tert-butoxycarbonyl)-N-methylamino]pyrrolidine), ClC1=NC=C(C=2C(=CC=CC12)S(=O)(=O)Cl)Br (1-chloro-4-bromo-5-isoquinolinesulfonyl chloride).